From a dataset of the Open Reaction Database (ORD), a public repository of structured organic reaction records. describe an organic reaction: reactants, conditions, products, and yield Procedure: A solution of benzyl 6-azido-1-azabicyclo[3.2.0]heptan-3,7-dione-2-carboxylate (1 mmol) and acetic anhydride (10 mmol) in anhydrous pyridine (1 ml) is kept at 0°-5° C. for 3 days. The solution is concentrated under vacuum, diluted with ethyl acetate, washed with water, pH 2 buffer, 5% sodium bicarbonate solution, and brine, dried with magnesium sulfate, filtered, and evaporated under vacuum to give benzyl 6-azido-3-acetoxyl-1-azabicyclo[3.2.0]hept-2-en-7-one-2-carboxylate. Reactants: N(=[N+]=[N-])C1C2CC(C(N2C1=O)C(=O)OCC1=CC=CC=C1)=O (benzyl 6-azido-1-azabicyclo[3.2.0]heptan-3,7-dione-2-carboxylate), C(C)(=O)OC(C)=O (acetic anhydride). Yields the product N(=[N+]=[N-])C1C2CC(=C(N2C1=O)C(=O)OCC1=CC=CC=C1)OC(=O)C (benzyl 6-azido-3-acetoxyl-1-azabicyclo[3.2.0]hept-2-en-7-one-2-carboxylate). Run in N1=CC=CC=C1 (pyridine). As a reaction SMILES: [N:1]([CH:4]1[C:10](=[O:11])[N:9]2[CH:5]1[CH2:6][C:7](=[O:22])[CH:8]2[C:12]([O:14][CH2:15][C:16]1[CH:21]=[CH:20][CH:19]=[CH:18][CH:17]=1)=[O:13])=[N+:2]=[N-:3].[C:23](OC(=O)C)(=[O:25])[CH3:24]>N1C=CC=CC=1>[N:1]([CH:4]1[C:10](=[O:11])[N:9]2[CH:5]1[CH2:6][C:7]([O:22][C:23]([CH3:24])=[O:25])=[C:8]2[C:12]([O:14][CH2:15][C:16]1[CH:17]=[CH:18][CH:19]=[CH:20][CH:21]=1)=[O:13])=[N+:2]=[N-:3].